Dataset: the Open Reaction Database (ORD), a public repository of structured organic reaction records. Task: describe an organic reaction: reactants, conditions, products, and yield The reactants are Cc1cc(C)cc(COC(=O)C(Cc2c[nH]c3ccccc23)NC(=O)OC(C)(C)C)c1, Cl, C1CCOC1. Yields the product Cl, Cc1cc(C)cc(COC(=O)C(N)Cc2c[nH]c3ccccc23)c1. Reaction SMILES: [CH3:1][C:2]([CH3:3])([O:4][C:5](=[O:6])[NH:7][CH:8]([C:9](=[O:10])[O:11][CH2:12][c:13]1[cH:14][c:15]([CH3:20])[cH:16][c:17]([CH3:19])[cH:18]1)[CH2:21][c:22]1[cH:23][nH:24][c:25]2[cH:26][cH:27][cH:28][cH:29][c:30]12)[CH3:31].[ClH:32].[O:33]1[CH2:34][CH2:35][CH2:36][CH2:37]1>>[ClH:32].[NH2:7][CH:8]([C:9](=[O:10])[O:11][CH2:12][c:13]1[cH:14][c:15]([CH3:20])[cH:16][c:17]([CH3:19])[cH:18]1)[CH2:21][c:22]1[cH:23][nH:24][c:25]2[cH:26][cH:27][cH:28][cH:29][c:30]12. Reactants: [H-].[Na+] (NaH), ClC=1C=C(C=CC1)O (3-chlorophenol), ClC1=NC2=C(C=CC=C2C=C1)C1=CC=2C(NCCC2N1)=O (2-(2-chloroquinolin-8-yl)-6,7-dihydro-1H-pyrrolo[3,2-c]pyridin-4(5H)-one). Procedure: Prepared according to Example 103, NaH as a 60% dispersion in mineral oil (143 μl, 3.29 mmol, Sigma Aldrich), 3-chlorophenol (334 μl, 3.29 mmol, Sigma Aldrich), and 2-(2-chloroquinolin-8-yl)-6,7-dihydro-1H-pyrrolo[3,2-c]pyridin-4(5H)-one (Example 1; 140 mg, 0.470 mmol) and stirring at 85° C. for 17 h. Purification by column chromatography (silica gel, 0 to 60% EtOAc/DCM then 5% MeOH/DCM) providing 2-(2-(3-chlorophenoxy)-8-quinolinyl)-1,5,6,7-tetrahydro-4H-pyrrolo[3,2-c]pyridin-4-one (35 mg, 19%)... Isolated yield 19.1%. Run at temperature 85 celsius, time 17 hour. Product: ClC=1C=C(OC2=NC3=C(C=CC=C3C=C2)C2=CC=3C(NCCC3N2)=O)C=CC1 (2-(2-(3-chlorophenoxy)-8-quinolinyl)-1,5,6,7-tetrahydro-4H-pyrrolo[3,2-c]pyridin-4-one). RXN SMILES: [H-].[Na+].[Cl:3][C:4]1[CH:5]=[C:6]([OH:10])[CH:7]=[CH:8][CH:9]=1.Cl[C:12]1[CH:21]=[CH:20][C:19]2[C:14](=[C:15]([C:22]3[NH:30][C:29]4[CH2:28][CH2:27][NH:26][C:25](=[O:31])[C:24]=4[CH:23]=3)[CH:16]=[CH:17][CH:18]=2)[N:13]=1>>[Cl:3][C:4]1[CH:5]=[C:6]([CH:7]=[CH:8][CH:9]=1)[O:10][C:12]1[CH:21]=[CH:20][C:19]2[C:14](=[C:15]([C:22]3[NH:30][C:29]4[CH2:28][CH2:27][NH:26][C:25](=[O:31])[C:24]=4[CH:23]=3)[CH:16]=[CH:17][CH:18]=2)[N:13]=1 |f:0.1|. Yields the product COC(=O)c1cccc2c(CO)csc12. Starting materials: [BH4-], CC(C)=O, CCO, COC(=O)c1cccc2c(C=O)csc12, [Na+], C1CCOC1. RXN SMILES: [BH4-:16].[CH3:18][C:19](=[O:20])[CH3:21].[CH3:22][CH2:23][OH:24].[CH:1](=[O:2])[c:3]1[cH:4][s:5][c:6]2[c:7]1[cH:8][cH:9][cH:10][c:11]2[C:12](=[O:13])[O:14][CH3:15].[Na+:17].[O:25]1[CH2:26][CH2:27][CH2:28][CH2:29]1>>[CH2:1]([OH:2])[c:3]1[cH:4][s:5][c:6]2[c:7]1[cH:8][cH:9][cH:10][c:11]2[C:12](=[O:13])[O:14][CH3:15]. The reactants are CC(C)(C)OC(=O)NC(Cc1ccc2ccccc2c1)C(=O)O, CCN(C(C)C)C(C)C, CCN=C=NCCCN(C)C, CNCCc1ccccc1OCCO, CN(C)C=O, CCOC(C)=O, ClCCl, Cl, On1nnc2cccnc21. The product is CN(CCc1ccccc1OCCO)C(=O)C(Cc1ccc2ccccc2c1)NC(=O)OC(C)(C)C. Reaction SMILES: [C:1]([CH3:2])([CH3:3])([CH3:4])[O:5][C:6](=[O:7])[NH:8][CH:9]([C:10](=[O:11])[OH:12])[CH2:13][c:14]1[cH:15][c:16]2[cH:17][cH:18][cH:19][cH:20][c:21]2[cH:22][cH:23]1.[CH2:60]([N:61]([CH:62]([CH3:63])[CH3:64])[CH:65]([CH3:66])[CH3:67])[CH3:68].[CH3:35][N:36]([CH3:37])[CH2:38][CH2:39][CH2:40][N:41]=[C:42]=[N:43][CH2:44][CH3:45].[CH3:46][NH:47][CH2:48][CH2:49][c:50]1[c:51]([O:52][CH2:53][CH2:54][OH:55])[cH:56][cH:57][cH:58][cH:59]1.[CH3:69][N:70]([CH3:71])[CH:72]=[O:73].[CH3:77][CH2:78][O:79][C:80](=[O:81])[CH3:82].[Cl:74][CH2:75][Cl:76].[ClH:34].[OH:24][n:25]1[c:26]2[n:27][cH:28][cH:29][cH:30][c:31]2[n:32][n:33]1>>[C:1]([CH3:2])([CH3:3])([CH3:4])[O:5][C:6](=[O:7])[NH:8][CH:9]([C:10](=[O:12])[N:47]([CH3:46])[CH2:48][CH2:49][c:50]1[c:51]([O:52][CH2:53][CH2:54][OH:55])[cH:56][cH:57][cH:58][cH:59]1)[CH2:13][c:14]1[cH:15][c:16]2[cH:17][cH:18][cH:19][cH:20][c:21]2[cH:22][cH:23]1. Starting materials: BrC=1C=CC=2NC3=CC=C(C=C3C2C1)Br (3,6-dibromocarbazole), [N+](=O)(O)[O-] (nitric acid). Run in C(C)(=O)O (Acetic acid). Conditions: temperature 0 celsius. Product: BrC=1C=C(C=2NC3=CC=C(C=C3C2C1)Br)[N+](=O)[O-] (3,6-Dibromo-1-Nitrocarbazole). RXN SMILES: [Br:1][C:2]1[CH:3]=[CH:4][C:5]2[NH:6][C:7]3[C:12]([C:13]=2[CH:14]=1)=[CH:11][C:10]([Br:15])=[CH:9][CH:8]=3.[N+:16]([O-])([OH:18])=[O:17]>C(O)(=O)C>[Br:15][C:10]1[CH:9]=[C:8]([N+:16]([O-:18])=[O:17])[C:7]2[NH:6][C:5]3[C:13]([C:12]=2[CH:11]=1)=[CH:14][C:2]([Br:1])=[CH:3][CH:4]=3. Reported procedure: Acetic acid (600 ml) and 3,6-dibromocarbazole (45 g) was placed into a one liter three-necked RB flask equipped with a reflux condenser, mechanical stirrer, and heating mantle. The stirred solution was heated to reflux at which time a solution of nitric acid (10 ml, density 1.4 g/cc, 0.156 mole in 100 ml of acetic acid) was added over a period of 30 minutes. After 2/3 of the nitrating mixture was added, a flocculent yellow precipitate deposited. The remainder of the nitrating mixture was added a... Reactants: CC1CCCN1, O=C1NCCn2c1cc1cc(OCCCN3CCCCC3)ccc12. Yields the product CC1CCCN1CCCOc1ccc2c(c1)cc1n2CCNC1=O. RXN SMILES: [CH3:25][CH:26]1[CH2:27][CH2:28][CH2:29][NH:30]1.[N:1]1([CH2:7][CH2:8][CH2:9][O:10][c:11]2[cH:12][c:13]3[cH:14][c:15]4[n:16]([c:17]3[cH:18][cH:19]2)[CH2:20][CH2:21][NH:22][C:23]4=[O:24])[CH2:2][CH2:3][CH2:4][CH2:5][CH2:6]1>>[N:1]1([CH2:7][CH2:8][CH2:9][O:10][c:11]2[cH:12][c:13]3[cH:14][c:15]4[n:16]([c:17]3[cH:18][cH:19]2)[CH2:20][CH2:21][NH:22][C:23]4=[O:24])[CH:3]([CH3:2])[CH2:4][CH2:5][CH2:6]1. Reactants: C(CCC\C=C/C\C=C/C\C=C/C\C=C/CCCCC)O (Arachidonyl alcohol), O (Water), CCOCC (ether), CS(=O)(=O)Cl (Methane sulfonyl chloride). Run in N1=CC=CC=C1 (pyridine). Run at time 5 hour. Product: CS(=O)(=O)OCCCC\C=C/C\C=C/C\C=C/C\C=C/CCCCC (arachidonyl methane sulfonate). The yield is 59.0%. Reaction SMILES: [CH2:1]([OH:21])[CH2:2][CH2:3][CH2:4]/[CH:5]=[CH:6]\[CH2:7]/[CH:8]=[CH:9]\[CH2:10]/[CH:11]=[CH:12]\[CH2:13]/[CH:14]=[CH:15]\[CH2:16][CH2:17][CH2:18][CH2:19][CH3:20].[CH3:22][S:23](Cl)(=[O:25])=[O:24].O.CCOCC>N1C=CC=CC=1>[CH3:22][S:23]([O:21][CH2:1][CH2:2][CH2:3][CH2:4]/[CH:5]=[CH:6]\[CH2:7]/[CH:8]=[CH:9]\[CH2:10]/[CH:11]=[CH:12]\[CH2:13]/[CH:14]=[CH:15]\[CH2:16][CH2:17][CH2:18][CH2:19][CH3:20])(=[O:25])=[O:24]. Procedure: Arachidonyl alcohol (0.34 mmol, 100 mg) in dry pyridine (5 ml) was cooled to 0° C. Methane sulfonyl chloride (0.52 mmol; 40 mg) was added to the above solution under a nitrogen atmosphere. The reaction mixture was slowly brought to room temperature at which the reaction was continued for 5 hours. Water (20 ml) and ether (20 ml) were then added to the reaction mixture after which the organic phase was separated, washed with 2N sulfuric acid, then with water and then with a 10% solution of potassi...